This data is from the Open Reaction Database (ORD), a public repository of structured organic reaction records. The task is: describe an organic reaction: reactants, conditions, products, and yield Starting materials: O=C([O-])[O-], C[Si](C)(C)C#Cc1ccc(OCc2ccccc2)cc1, CO, [K+], [K+]. Product: C#Cc1ccc(OCc2ccccc2)cc1. Reaction SMILES: [C:1](=[O:2])([O-:3])[O-:4].[CH2:7]([c:8]1[cH:9][cH:10][cH:11][cH:12][cH:13]1)[O:14][c:15]1[cH:16][cH:17][c:18]([C:21]#[C:22][Si:23]([CH3:24])([CH3:25])[CH3:26])[cH:19][cH:20]1.[CH3:27][OH:28].[K+:5].[K+:6]>>[CH2:7]([c:8]1[cH:9][cH:10][cH:11][cH:12][cH:13]1)[O:14][c:15]1[cH:16][cH:17][c:18]([C:21]#[CH:22])[cH:19][cH:20]1. Reactants: NC1=C(C=C(C=N1)C(=O)N=S(=O)(C)CCCCC(=O)OC)C#CC1=CC(=CC=C1)N (methyl 5-[N-({6-amino-5-[(3-aminophenyl)ethynyl]pyridin-3-yl}carbonyl)-S-methylsulfonimidoyl]pentanoate), CC=1C=CC=C(C1)N=C=O (5-methylphenyl isocyanate). Product: NC1=C(C=C(C=N1)C(=O)N=S(=O)(C)CCCCC(=O)OC)C#CC1=CC(=CC=C1)NC(=O)NC1=CC(=CC=C1)C (Methyl 5-{N-[(6-amino-5-{[3-({[(3-methylphenyl)amino]carbonyl}amino)phenyl]ethynyl}pyridin-3-yl)carbonyl]-S-methylsulfonimidoyl}pentanoate). As a reaction SMILES: [NH2:1][C:2]1[N:7]=[CH:6][C:5]([C:8]([N:10]=[S:11]([CH2:14][CH2:15][CH2:16][CH2:17][C:18]([O:20][CH3:21])=[O:19])([CH3:13])=[O:12])=[O:9])=[CH:4][C:3]=1[C:22]#[C:23][C:24]1[CH:29]=[CH:28][CH:27]=[C:26]([NH2:30])[CH:25]=1.[CH3:31][C:32]1[CH:33]=[CH:34][CH:35]=[C:36]([N:38]=[C:39]=[O:40])[CH:37]=1>>[NH2:1][C:2]1[N:7]=[CH:6][C:5]([C:8]([N:10]=[S:11]([CH2:14][CH2:15][CH2:16][CH2:17][C:18]([O:20][CH3:21])=[O:19])([CH3:13])=[O:12])=[O:9])=[CH:4][C:3]=1[C:22]#[C:23][C:24]1[CH:29]=[CH:28][CH:27]=[C:26]([NH:30][C:39]([NH:38][C:36]2[CH:35]=[CH:34][CH:33]=[C:32]([CH3:31])[CH:37]=2)=[O:40])[CH:25]=1. Procedure: In a manner similar to that describe in Example 37, methyl 5-[N-({6-amino-5-[(3-aminophenyl)ethynyl]pyridin-3-yl}carbonyl)-S-methylsulfonimidoyl]pentanoate and 5-methylphenyl isocyanate were coupled. Purification of the crude reaction product gave the title compound as a white foam (78.8 mg). Reactants: O=C([O-])[O-], CCOC(=O)c1c[nH]c2cc(F)c(F)cc2c1=O, CI, [K+], [K+], O. RXN SMILES: [C:21](=[O:22])([O-:23])[O-:24].[CH2:1]([CH3:2])[O:3][C:4](=[O:5])[c:6]1[cH:7][nH:8][c:9]2[cH:10][c:11]([F:18])[c:12]([F:17])[cH:13][c:14]2[c:15]1=[O:16].[CH3:19][I:20].[K+:25].[K+:26].[OH2:27]>>[CH2:1]([CH3:2])[O:3][C:4](=[O:5])[c:6]1[cH:7][n:8]([CH3:21])[c:9]2[cH:10][c:11]([F:18])[c:12]([F:17])[cH:13][c:14]2[c:15]1=[O:16]. Product: CCOC(=O)c1cn(C)c2cc(F)c(F)cc2c1=O. Reactants: C(C)OC(COC1=C(C2=C(C(=NO2)C2=CC(=C(C=C2)Cl)Cl)C=C1)Cl)=O (ethyl{[7-chloro-3-(3,4-dichlorophenyl)-1,2-benzisoxazol-6-yl]oxy}acetate), Cl (HCl), O (water). The solvent is C(C)O (ethanol), [OH-].[Na+] (NaOH). Yields the product ClC1=C(C=CC=2C(=NOC21)C2=CC(=C(C=C2)Cl)Cl)OCC(=O)O ({[7-chloro-3-(3,4-dichlorophenyl)-1,2-benzisoxazol-6-yl]oxy}acetic acid). RXN SMILES: C([O:3][C:4](=[O:25])[CH2:5][O:6][C:7]1[CH:23]=[CH:22][C:10]2[C:11]([C:14]3[CH:19]=[CH:18][C:17]([Cl:20])=[C:16]([Cl:21])[CH:15]=3)=[N:12][O:13][C:9]=2[C:8]=1[Cl:24])C.O.Cl>C(O)C.[OH-].[Na+]>[Cl:24][C:8]1[C:9]2[O:13][N:12]=[C:11]([C:14]3[CH:19]=[CH:18][C:17]([Cl:20])=[C:16]([Cl:21])[CH:15]=3)[C:10]=2[CH:22]=[CH:23][C:7]=1[O:6][CH2:5][C:4]([OH:25])=[O:3] |f:4.5|. Procedure details: To a suspension of 19 g of the ester in 400 ml of ethanol, 20 ml of 50% NaOH is added. A precipitate forms and the heterogeneous mixture is refluxed for 1 hour. To the hot mixture 400 ml of water is added followed by concentrated HCl until the mixture is acidic. The suspension is stirred one half hour, filtered and recrystallized from DMF-ethylacetate to give {[7-chloro-3-(3,4-dichlorophenyl)-1,2-benzisoxazol-6-yl]oxy}acetic acid, mp 222°-224° C. Starting materials: CC#N, CO, Cc1cc(C#N)ncc1-c1cc(C(=O)N(C)c2ccccc2OCCCO)ccc1Cl, ClCCl, [O-][I+3]([O-])([O-])[O-], [Na+], O, Cl[Ru](Cl)Cl. Product: Cc1cc(C#N)ncc1-c1cc(C(=O)N(C)c2ccccc2OCCC(=O)O)ccc1Cl. RXN SMILES: [CH3:38][C:39]#[N:40].[CH3:45][OH:46].[Cl:1][c:2]1[c:3](-[c:23]2[cH:24][n:25][c:26]([C:30]#[N:31])[cH:27][c:28]2[CH3:29])[cH:4][c:5]([C:6](=[O:7])[N:8]([CH3:9])[c:10]2[c:11]([O:16][CH2:17][CH2:18][CH2:19][OH:20])[cH:12][cH:13][cH:14][cH:15]2)[cH:21][cH:22]1.[Cl:41][CH2:42][Cl:43].[I+3:32]([O-:33])([O-:34])([O-:35])[O-:36].[Na+:37].[OH2:44].[Ru:47]([Cl:48])([Cl:49])[Cl:50]>>[Cl:1][c:2]1[c:3](-[c:23]2[cH:24][n:25][c:26]([C:30]#[N:31])[cH:27][c:28]2[CH3:29])[cH:4][c:5]([C:6](=[O:7])[N:8]([CH3:9])[c:10]2[c:11]([O:16][CH2:17][CH2:18][C:19](=[O:20])[OH:33])[cH:12][cH:13][cH:14][cH:15]2)[cH:21][cH:22]1. Starting materials: O (water), C(C)(C)(C)C1=NN(C(=C1)N)C1=CC=C(C(=O)OC)C=C1 (Methyl 4-(3-tert-butyl-5-amino-1H-pyrazol-1-yl)benzoate), C1(=CC=CC2=CC=CC=C12)N=C=O (1-naphthyl isocyanate), C1CCOC1 (THF), C1CCOC1 (THF). Run at time 1 hour. Yields the product C(C)OC(C1=CC=C(C=C1)N1N=C(C=C1NC(=O)NC1=CC=CC2=CC=CC=C12)C(C)(C)C)=O (4-[3-t-butyl-5-(3-naphthalen-1-yl-ureido)-pyrazol-1-yl]-benzoic acid ethyl ester). RXN SMILES: [C:1]([C:5]1[CH:9]=[C:8]([NH2:10])[N:7]([C:11]2[CH:20]=[CH:19][C:14]([C:15]([O:17][CH3:18])=[O:16])=[CH:13][CH:12]=2)[N:6]=1)([CH3:4])([CH3:3])[CH3:2].[C:21]1([N:31]=[C:32]=[O:33])[C:30]2[C:25](=[CH:26][CH:27]=[CH:28][CH:29]=2)[CH:24]=[CH:23][CH:22]=1.O.[CH2:35]1COCC1>>[CH2:18]([O:17][C:15](=[O:16])[C:14]1[CH:13]=[CH:12][C:11]([N:7]2[C:8]([NH:10][C:32]([NH:31][C:21]3[C:30]4[C:25](=[CH:26][CH:27]=[CH:28][CH:29]=4)[CH:24]=[CH:23][CH:22]=3)=[O:33])=[CH:9][C:5]([C:1]([CH3:4])([CH3:2])[CH3:3])=[N:6]2)=[CH:20][CH:19]=1)[CH3:35]. Reported procedure: To a solution of Example X (2.9 g, 10 mmol) in THF (50 mL) was added a solution of 1-naphthyl isocyanate (1.7 g, 10 mmol) in THF (20 mL) at 0° C. The mixture was stirred at RT for 1 h and heated until all solids dissolved. The mixture was then stirred at RT for 3 h and poured into water (200 mL). The precipitate was filtered, washed with diluted HCl and H2O, dried under vacuum to give 4.3 g of 4-[3-t-butyl-5-(3-naphthalen-1-yl-ureido)-pyrazol-1-yl]-benzoic acid ethyl ester, which was used withou... The reactants are C(C)OC=1C(=CC=2C(CCC(C2C1)(C)C)(C)C)/C(=C(\CO)/F)/CC ((E)-3-(3-ethoxy-5,5,8,8-tetramethyl-5,6,7,8-tetrahydronaphthalen-2-yl)-2-fluoropent-2-enol), ClCCl (dichloromethane), C(CC)[N+](CCC)(CCC)CCC (tetrapropylammonium), C[N+]1(CCOCC1)[O-] (N-methylmorpholine-N-oxide). The solvent is C(C)#N (acetonitrile). Run at time 0.5 hour. The product is C(C)OC=1C(=CC=2C(CCC(C2C1)(C)C)(C)C)/C(=C(\C=O)/F)/CC ((E)-3-(3-ethoxy-5,5,8,8-tetramethyl-5,6,7,8-tetrahydronaphthalen-2-yl)-2-fluoropent-2-enal). Reaction SMILES: [CH2:1]([O:3][C:4]1[C:5](/[C:18](/[CH2:23][CH3:24])=[C:19](/[F:22])\[CH2:20][OH:21])=[CH:6][C:7]2[C:8]([CH3:17])([CH3:16])[CH2:9][CH2:10][C:11]([CH3:15])([CH3:14])[C:12]=2[CH:13]=1)[CH3:2].ClCCl.C([N+](CCC)(CCC)CCC)CC.C[N+]1([O-])CCOCC1>C(#N)C>[CH2:1]([O:3][C:4]1[C:5](/[C:18](/[CH2:23][CH3:24])=[C:19](/[F:22])\[CH:20]=[O:21])=[CH:6][C:7]2[C:8]([CH3:17])([CH3:16])[CH2:9][CH2:10][C:11]([CH3:14])([CH3:15])[C:12]=2[CH:13]=1)[CH3:2]. Procedure: A solution of (E)-3-(3-ethoxy-5,5,8,8-tetramethyl-5,6,7,8-tetrahydronaphthalen-2-yl)-2-fluoropent-2-enol (3.55 g, 8.02 mmol) and dichloromethane (125 mL) in acetonitrile (25 mL) was treated with tetrapropylammonium peruthenate (0.476 g, 1.45 mmol), 4 Å molecular sieves (0.442 g), and N-methylmorpholine-N-oxide (2.78 g, 23.8 mmol), and the mixture was stirred for 0.5 h at ambient temperature. The solution was filtered through a sintered glass funnel containing a bed of silica gel about 1 inch thi... Starting materials: CC(C)(C=1C=CC=CC1CC[C@H](C=2C=CC=C(C2)/C=C/C=3C=CC=4C=CC(=CC4N3)Cl)SCC5(CC5)CC(=O)O)O.C1(CCCCC1)N (Montelukast cyclohexylamine), C(C)(=O)O (acetic acid). Solvent: C1(=CC=CC=C1)C (toluene). Yields the product CC(C)(C=1C=CC=CC1CC[C@H](C=2C=CC=C(C2)/C=C/C=3C=CC=4C=CC(=CC4N3)Cl)SCC5(CC5)CC(=O)O)O (montelukast). Reaction SMILES: [CH3:1][C:2]([OH:41])([C:4]1[CH:5]=[CH:6][CH:7]=[CH:8][C:9]=1[CH2:10][CH2:11][C@@H:12]([S:32][CH2:33][C:34]1([CH2:37][C:38]([OH:40])=[O:39])[CH2:36][CH2:35]1)[C:13]1[CH:14]=[CH:15][CH:16]=[C:17](/[CH:19]=[CH:20]/[C:21]2[CH:22]=[CH:23][C:24]3[CH:25]=[CH:26][C:27]([Cl:31])=[CH:28][C:29]=3[N:30]=2)[CH:18]=1)[CH3:3].C1(N)CCCCC1.C(O)(=O)C>C1(C)C=CC=CC=1>[CH3:3][C:2]([OH:41])([C:4]1[CH:5]=[CH:6][CH:7]=[CH:8][C:9]=1[CH2:10][CH2:11][C@@H:12]([S:32][CH2:33][C:34]1([CH2:37][C:38]([OH:40])=[O:39])[CH2:35][CH2:36]1)[C:13]1[CH:14]=[CH:15][CH:16]=[C:17](/[CH:19]=[CH:20]/[C:21]2[CH:22]=[CH:23][C:24]3[CH:25]=[CH:26][C:27]([Cl:31])=[CH:28][C:29]=3[N:30]=2)[CH:18]=1)[CH3:1] |f:0.1|. Procedure: Montelukast cyclohexylamine salt suspended in toluene (5 parts) was treated with aqueous acetic acid (5 parts) until a pH of 5.0˜5.5 was reached. The organic phase was separated and washed with water (5 parts) twice, and the resulting organic layer was concentrated to provide a crude oil of montelukast acid. The montelukast acid (100.0 g, 170.2 mmol) thus obtained was dissolved in 500 mL THF, and then 78 mL of ca. 2N NaOH aqueous solution was added under nitrogen. After stirring for several minu... The reactants are COc1ccc(N)cc1, COCCN1C(=O)C(Cl)=C(c2ccccc2)C1=O, CN(C)C=O. Product: COCCN1C(=O)C(Nc2ccc(OC)cc2)=C(c2ccccc2)C1=O. RXN SMILES: [CH3:19][O:20][c:21]1[cH:22][cH:23][c:24]([NH2:25])[cH:26][cH:27]1.[Cl:1][C:2]1=[C:6]([c:7]2[cH:8][cH:9][cH:10][cH:11][cH:12]2)[C:5](=[O:13])[N:4]([CH2:14][CH2:15][O:16][CH3:17])[C:3]1=[O:18].[O:28]=[CH:29][N:30]([CH3:31])[CH3:32]>>[C:2]1([NH:25][c:24]2[cH:23][cH:22][c:21]([O:20][CH3:19])[cH:27][cH:26]2)=[C:6]([c:7]2[cH:8][cH:9][cH:10][cH:11][cH:12]2)[C:5](=[O:13])[N:4]([CH2:14][CH2:15][O:16][CH3:17])[C:3]1=[O:18]. Reactants: three, BrC1=C(C=CC=C1)C(O)C1CN(CCC1)S(=O)(=O)CC[Si](C)(C)C ((2-bromophenyl)(1-(2-(trimethylsilyl)ethanesulfonyl)piperidin-3-yl)methanol), [H-].[Na+] (NaH), [H][H] (hydrogen), CS(=O)(=O)OCCCOC (3-methoxypropyl methanesulfonate). Run in C1CCOC1 (THF), C1CCOC1 (THF), C1CCOC1 (THF). Product: BrC1=C(C=CC=C1)C(C1CN(CCC1)S(=O)(=O)CC[Si](C)(C)C)OCCCOC (3-((2-Bromophenyl)(3-methoxypropoxy)methyl)-1-(2-(trimethylsilyl)ethylsulfonyl)piperidine). Reaction SMILES: [H-].[Na+].[Br:3][C:4]1[CH:9]=[CH:8][CH:7]=[CH:6][C:5]=1[CH:10]([CH:12]1[CH2:17][CH2:16][CH2:15][N:14]([S:18]([CH2:21][CH2:22][Si:23]([CH3:26])([CH3:25])[CH3:24])(=[O:20])=[O:19])[CH2:13]1)[OH:11].[H][H].CS(O[CH2:34][CH2:35][CH2:36][O:37][CH3:38])(=O)=O>C1COCC1>[Br:3][C:4]1[CH:9]=[CH:8][CH:7]=[CH:6][C:5]=1[CH:10]([O:11][CH2:34][CH2:35][CH2:36][O:37][CH3:38])[CH:12]1[CH2:17][CH2:16][CH2:15][N:14]([S:18]([CH2:21][CH2:22][Si:23]([CH3:26])([CH3:25])[CH3:24])(=[O:19])=[O:20])[CH2:13]1 |f:0.1|. Procedure: A 250-mL three neck flask fitted with a reflux condenser was charged with NaH (60% in mineral oil, 644 mg of material, 16.1 mmol, 5.0 equiv). Anhydrous THF (80 mL) was added. A solution of (2-bromophenyl)(1-(2-(trimethylsilyl)ethanesulfonyl)piperidin-3-yl)methanol (1.4 g, 3.22 mmol, 1.0 equiv) in 10 mL of THF was slowly added via syringe. After cessation of hydrogen evolution, a solution of 3-methoxypropyl methanesulfonate (2.2 g, 12.8 mmol, 4.0 equiv) in 10 mL of THF was added and the resulting...